Task: describe an organic reaction: reactants, conditions, products, and yield. Dataset: the Open Reaction Database (ORD), a public repository of structured organic reaction records The reactants are BrCC1CCC1, CC(C)(C)[O-], CS(C)=O, ClC(Cl)Cl, O=C(Nc1ccn(Cc2c(O)cccc2Cl)n1)c1c(F)cccc1F, [K+]. Product: O=C(Nc1ccn(Cc2c(Cl)cccc2OCC2CCC2)n1)c1c(F)cccc1F. RXN SMILES: [Br:32][CH2:33][CH:34]1[CH2:35][CH2:36][CH2:37]1.[CH3:26][C:27]([CH3:28])([O-:29])[CH3:30].[CH3:42][S:43]([CH3:44])=[O:45].[CH:38]([Cl:39])([Cl:40])[Cl:41].[Cl:1][c:2]1[c:3]([CH2:9][n:10]2[n:11][c:12]([NH:15][C:16]([c:17]3[c:18]([F:24])[cH:19][cH:20][cH:21][c:22]3[F:23])=[O:25])[cH:13][cH:14]2)[c:4]([OH:8])[cH:5][cH:6][cH:7]1.[K+:31]>>[Cl:1][c:2]1[c:3]([CH2:9][n:10]2[n:11][c:12]([NH:15][C:16]([c:17]3[c:18]([F:24])[cH:19][cH:20][cH:21][c:22]3[F:23])=[O:25])[cH:13][cH:14]2)[c:4]([O:8][CH2:33][CH:34]2[CH2:35][CH2:36][CH2:37]2)[cH:5][cH:6][cH:7]1. Starting materials: C(#N)C1=C(CC2C(N(C3=C(C(=N2)C2=CC=CC=C2)C=C(C(=C3)OC)OC)CC)=O)C=CC=C1 (3-(2-cyanobenzyl)-7,8-dimethoxy-1-ethyl-5-phenyl-1,3-dihydro-2H-1,4-benzodiazepin-2-one). Reagents/catalysts: [Ni] (Raney nickel). The solvent is CO (MeOH). Conditions: time 12 hour. Product: NCC1=C(CC2C(N(C3=C(C(=N2)C2=CC=CC=C2)C=C(C(=C3)OC)OC)CC)=O)C=CC=C1 (3-(2-aminomethylbenzyl)-7,8-dimethoxy-1-ethyl-5-phenyl-1,3-dihydro-2H-1,4-benzodiazepin-2-one). The yield is 70.0%. Reaction SMILES: [C:1]([C:3]1[CH:33]=[CH:32][CH:31]=[CH:30][C:4]=1[CH2:5][CH:6]1[N:12]=[C:11]([C:13]2[CH:18]=[CH:17][CH:16]=[CH:15][CH:14]=2)[C:10]2[CH:19]=[C:20]([O:25][CH3:26])[C:21]([O:23][CH3:24])=[CH:22][C:9]=2[N:8]([CH2:27][CH3:28])[C:7]1=[O:29])#[N:2]>[Ni].CO>[NH2:2][CH2:1][C:3]1[CH:33]=[CH:32][CH:31]=[CH:30][C:4]=1[CH2:5][CH:6]1[N:12]=[C:11]([C:13]2[CH:14]=[CH:15][CH:16]=[CH:17][CH:18]=2)[C:10]2[CH:19]=[C:20]([O:25][CH3:26])[C:21]([O:23][CH3:24])=[CH:22][C:9]=2[N:8]([CH2:27][CH3:28])[C:7]1=[O:29]. Procedure: Stir a mixture of 100 mg (0.23 mmol) of 3-(2-cyanobenzyl)-7,8-dimethoxy-1-ethyl-5-phenyl-1,3-dihydro-2H-1,4-benzodiazepin-2-one IIce, 10 mg of Raney nickel in 5 ml of MeOH under an H2 atmosphere at room temperature and pressure for 12 hours. Filter the suspension on celite, rinse three times with 10 ml of MeOH. Evaporate to dryness and purify by silica chromatography (AcOEt 5/CH2Cl2 4/EtOH 1, CH2Cl2 4/MeOH 1). Recrystallize in EtOH. Yield: 70%. M: 280° C. with degradation. 1H-NMR (CDCl3, 300 MHz... The reactants are Nc1ccccc1SCC(NC(=O)OCc1ccccc1)C(=O)O, Cc1ccccc1C. The product is O=C(NC1CSc2ccccc2NC1=O)OCc1ccccc1. RXN SMILES: [CH2:1]([c:2]1[cH:3][cH:4][cH:5][cH:6][cH:7]1)[O:8][C:9](=[O:10])[NH:11][CH:12]([CH2:13][S:14][c:15]1[c:16]([NH2:21])[cH:17][cH:18][cH:19][cH:20]1)[C:22](=[O:23])[OH:24].[c:25]1([CH3:26])[c:27]([CH3:28])[cH:29][cH:30][cH:31][cH:32]1>>[CH2:1]([c:2]1[cH:3][cH:4][cH:5][cH:6][cH:7]1)[O:8][C:9](=[O:10])[NH:11][CH:12]1[CH2:13][S:14][c:15]2[c:16]([cH:17][cH:18][cH:19][cH:20]2)[NH:21][C:22]1=[O:24]. The reactants are ClC1=CC=C(C=C1)S(=O)(=O)C(C(CCCO)C)C1=C(C=CC(=C1)F)F (5-[(4-chlorophenyl)sulfonyl]-5-(2,5-difluorophenyl)-4-methyl-1-pentanol), C(#N)C=P(CCCC)(CCCC)CCCC (cyanomethylenetri-n-butylphosphorane). Solvent: C1(=CC=CC=C1)C (toluene), CCCCCC (hexane). The product is ClC1=CC=C(C=C1)S(=O)(=O)C1(C(CCC1)C)C1=C(C=CC(=C1)F)F (2-[1-[(4-Chlorophenyl)sulfonyl]-2-methylcyclopentyl]-1,4-difluorobenzene). Isolated yield 51.0%. RXN SMILES: [Cl:1][C:2]1[CH:7]=[CH:6][C:5]([S:8]([CH:11]([C:18]2[CH:23]=[C:22]([F:24])[CH:21]=[CH:20][C:19]=2[F:25])[CH:12]([CH3:17])[CH2:13][CH2:14][CH2:15]O)(=[O:10])=[O:9])=[CH:4][CH:3]=1.C(C=P(CCCC)(CCCC)CCCC)#N>C1(C)C=CC=CC=1.CCCCCC>[Cl:1][C:2]1[CH:7]=[CH:6][C:5]([S:8]([C:11]2([C:18]3[CH:23]=[C:22]([F:24])[CH:21]=[CH:20][C:19]=3[F:25])[CH2:15][CH2:14][CH2:13][CH:12]2[CH3:17])(=[O:10])=[O:9])=[CH:4][CH:3]=1. Procedure: The resulting 5-[(4-chlorophenyl)sulfonyl]-5-(2,5-difluorophenyl)-4-methyl-1-pentanol (isomer mixture) was dissolved in toluene (10 ml), followed by the addition of cyanomethylenetri-n-butylphosphorane (1.00 g, 4.14 mmol). Under an argon atmosphere, the resulting mixture was heated under reflux for 14 hours. After the reaction mixture was allowed to cool down, the residue obtained by concentrating the reaction mixture under reduced pressure was subjected to flash silica gel chromatography. The f... The reactants are Br (hydrobromic acid), C1(CC1)C=1C(=NOC1C1CC(C1)CC(C)(C)C)C(CCC(=O)OC)CC(NC1=C(C=C(C=C1)C)C)=O (Methyl 4-{4-cyclopropyl-5-[3-(2,2-dimethylpropyl)cyclobutyl]isoxazol-3-yl}-5-(2,4-dimethylphenylcarbamoyl)valerate), C(C)(=O)[O-].[Na+] (sodium acetate). Solvent: C(C)(=O)O (acetic acid). Product: C1(CC1)C=1C(=NOC1C1CC(C1)CC(C)(C)C)C(CCC(=O)O)CC(NC1=C(C=C(C=C1)C)C)=O (4-{4-Cyclopropyl-5-[3-(2,2-dimethylpropyl)cyclobutyl]isoxazol-3-yl}-5-(2,4-dimethylphenylcarbamoyl)valeric acid). Isolated yield 97.5%. RXN SMILES: [CH:1]1([C:4]2[C:5]([CH:18]([CH2:25][C:26](=[O:36])[NH:27][C:28]3[CH:33]=[CH:32][C:31]([CH3:34])=[CH:30][C:29]=3[CH3:35])[CH2:19][CH2:20][C:21]([O:23]C)=[O:22])=[N:6][O:7][C:8]=2[CH:9]2[CH2:12][CH:11]([CH2:13][C:14]([CH3:17])([CH3:16])[CH3:15])[CH2:10]2)[CH2:3][CH2:2]1.Br.C([O-])(=O)C.[Na+]>C(O)(=O)C>[CH:1]1([C:4]2[C:5]([CH:18]([CH2:25][C:26](=[O:36])[NH:27][C:28]3[CH:33]=[CH:32][C:31]([CH3:34])=[CH:30][C:29]=3[CH3:35])[CH2:19][CH2:20][C:21]([OH:23])=[O:22])=[N:6][O:7][C:8]=2[CH:9]2[CH2:12][CH:11]([CH2:13][C:14]([CH3:16])([CH3:17])[CH3:15])[CH2:10]2)[CH2:3][CH2:2]1 |f:2.3|. Procedure: Methyl 4-{4-cyclopropyl-5-[3-(2,2-dimethylpropyl)cyclobutyl]isoxazol-3-yl}-5-(2,4-dimethylphenylcarbamoyl)valerate (115 mg) and acetic acid (1.2 mL) were mixed. To the mixture was added 47% hydrobromic acid (0.6 mL) at 10° C. The mixture was stirred at RT and further stirred at 60° C. To the reaction mixture was added sodium acetate (492 mg) at ice temperature. The mixture was extracted with ethyl acetate. The organic layer was washed with water and brine, then dried over magnesium sulfate. The ...